Dataset: the Open Reaction Database (ORD), a public repository of structured organic reaction records. Task: describe an organic reaction: reactants, conditions, products, and yield Reactants: [H-].[Al+3].[Li+].[H-].[H-].[H-] (Lithium aluminium hydride), C(C1=CC=CC=C1)OC1=CC=C(CN2C=C(C(=C2)C2=CC=CC=C2)C(=O)OC)C=C1 (methyl 1-(4-benzyloxybenzyl)-4-phenylpyrrole-3-carboxylate), O.O.O.O.O.O.O.O.O.O.S(=O)(=O)([O-])[O-].[Na+].[Na+] (Sodium sulfate decahydrate), CCCCCC (hexane). Run in O1CCCC1 (tetrahydrofuran). Reaction conditions: time 1 hour. The product is C(C1=CC=CC=C1)OC1=CC=C(CN2C=C(C(=C2)C2=CC=CC=C2)CO)C=C1 ([1-(4-benzyloxybenzyl)-4-phenyl-3-pyrrolyl]methanol). Isolated yield 98.4%. As a reaction SMILES: [H-].[Al+3].[Li+].[H-].[H-].[H-].[CH2:7]([O:14][C:15]1[CH:36]=[CH:35][C:18]([CH2:19][N:20]2[CH:24]=[C:23]([C:25]3[CH:30]=[CH:29][CH:28]=[CH:27][CH:26]=3)[C:22]([C:31](OC)=[O:32])=[CH:21]2)=[CH:17][CH:16]=1)[C:8]1[CH:13]=[CH:12][CH:11]=[CH:10][CH:9]=1.O.O.O.O.O.O.O.O.O.O.S([O-])([O-])(=O)=O.[Na+].[Na+].CCCCCC>O1CCCC1>[CH2:7]([O:14][C:15]1[CH:36]=[CH:35][C:18]([CH2:19][N:20]2[CH:24]=[C:23]([C:25]3[CH:26]=[CH:27][CH:28]=[CH:29][CH:30]=3)[C:22]([CH2:31][OH:32])=[CH:21]2)=[CH:17][CH:16]=1)[C:8]1[CH:9]=[CH:10][CH:11]=[CH:12][CH:13]=1 |f:0.1.2.3.4.5,7.8.9.10.11.12.13.14.15.16.17.18.19|. Procedure: Lithium aluminium hydride (2.53 g) was added to a solution of methyl 1-(4-benzyloxybenzyl)-4-phenylpyrrole-3-carboxylate (21.52 g) in tetrahydrofuran (100 ml) at 0° C., and the mixture was stirred at room temperature for one hour. Sodium sulfate decahydrate (30.00 g) and hexane (100 ml) were added to the reaction mixture and the mixture was stirred at room temperature for one hour. After the precipitate was removed by filtration, the filtrate was concentrated. The residue was subjected to silica... Starting materials: COC1=C(N=NC(=C1)C(F)(F)F)NC1CCN(CC1)C(=O)O (4-(4-Methoxy-6-trifluoromethyl-pyridazin-3-ylamino)-piperidine-1-carboxylic acid), C(C)(C)(C)OC(=O)N1CCC(CC1)NC=1N=NC(=CC1OC)C(F)(F)F (4-(4-Methoxy-6-trifluoromethyl-pyridazin-3-ylamino)-piperidine-1-carboxylic acid tert-butyl ester). The solvent is CO (methanol). Conditions: time 18 hour. The product is COC1=C(N=NC(=C1)C(F)(F)F)NC1CCNCC1 ((4-Methoxy-6-trifluoromethyl-pyridazin-3-yl)-piperidin-4-yl-amine). The yield is 92.0%. As a reaction SMILES: [CH3:1][O:2][C:3]1[CH:8]=[C:7]([C:9]([F:12])([F:11])[F:10])[N:6]=[N:5][C:4]=1[NH:13][CH:14]1[CH2:19][CH2:18][N:17](C(O)=O)[CH2:16][CH2:15]1.C(OC(N1CCC(NC2N=NC(C(F)(F)F)=CC=2OC)CC1)=O)(C)(C)C>CO>[CH3:1][O:2][C:3]1[CH:8]=[C:7]([C:9]([F:12])([F:10])[F:11])[N:6]=[N:5][C:4]=1[NH:13][CH:14]1[CH2:19][CH2:18][NH:17][CH2:16][CH2:15]1. Procedure: A mixture of 4-(4-Methoxy-6-trifluoromethyl-pyridazin-3-ylamino)-piperidine-1-carboxylic acid tent-butyl ester (D7) (0.73 g, 1.93 mmol) and Amberlyst® 15 ion exchange resin, acidic form (4.1 mmol/g) (2.35 g, 9.65 mmol) in methanol (20 ml) was shaken at room temperature for 18 h. After this period, the mixture was filtered and then a 7M solution of ammonia in methanol was added. The mixture was shaken for 1 h, filtered and the filtrate evaporated in vacuo. The crude product was purified by flash ... Reactants: COC(=O)N[C@H](C(=O)OC)C/C(=C/NC(=O)OC)/NC(=O)OC (methyl (2S,4Z)-2,4,5-tris[(methoxycarbonyl)amino]pent-4-enoate). The reagents and catalysts are [Pd] (Pd/C). Solvent: C(C)O (ethanol). Conditions: time 36 hour. Product: COC(=O)N[C@H](C(=O)OC)CC(CNC(=O)OC)NC(=O)OC (methyl (2S)-2,4,5-tris[(methoxycarbonyl)amino]pentanoate). As a reaction SMILES: [CH3:1][O:2][C:3]([NH:5][C@@H:6]([CH2:11]/[C:12](/[NH:19][C:20]([O:22][CH3:23])=[O:21])=[CH:13]/[NH:14][C:15]([O:17][CH3:18])=[O:16])[C:7]([O:9][CH3:10])=[O:8])=[O:4]>C(O)C.[Pd]>[CH3:1][O:2][C:3]([NH:5][C@@H:6]([CH2:11][CH:12]([NH:19][C:20]([O:22][CH3:23])=[O:21])[CH2:13][NH:14][C:15]([O:17][CH3:18])=[O:16])[C:7]([O:9][CH3:10])=[O:8])=[O:4]. Procedure details: To a solution of methyl (2S,4Z)-2,4,5-tris[(methoxycarbonyl)amino]pent-4-enoate CXXVII (624 mg, 1.87 mmol) in ethanol (15 mL) was added 10% Pd/C catalyst (60 mg). The mixture was placed in an autoclave and exposed to 50 atm of H2 with stirring at r.t. for 36 h. Reaction mixture was filtered through Celite and concentrated to dryness to give crude methyl (2S)-2,4,5-tris[(methoxycarbonyl)amino]pentanoate CXXVIII (540 mg). ESIMS found for C12H21N3O8 m/z 358 (M+Na).